From a dataset of the Open Reaction Database (ORD), a public repository of structured organic reaction records. describe an organic reaction: reactants, conditions, products, and yield Reactants: CC1=NC=C2SC=CN21 (5-methylimidazo[5,1-b]thiazole), C(C=C)OC(=O)N1C[C@@H](C[C@H]1C=O)O[Si](C)(C)C(C)(C)C ((3R,5S)-1-allyloxycarbonyl-3-t-butyldimethylsilyloxy-5-formylpyrrolidine). The product is C(C=C)OC(=O)N1C[C@@H](C[C@H]1C(C1=CN2C(S1)=CN=C2C)O)O[Si](C)(C)C(C)(C)C ((3R,5S)-1-allyloxycarbonyl-3-t-butyldimethylsilyloxy-5-[1-hydroxy-1-(5-methylimidazo[5,1-b]thiazol-2-yl)methyl]pyrrolidine). The yield is 18.5%. As a reaction SMILES: [CH3:1][C:2]1[N:9]2[C:5]([S:6][CH:7]=[CH:8]2)=[CH:4][N:3]=1.[CH2:10]([O:13][C:14]([N:16]1[C@H:20]([CH:21]=[O:22])[CH2:19][C@@H:18]([O:23][Si:24]([C:27]([CH3:30])([CH3:29])[CH3:28])([CH3:26])[CH3:25])[CH2:17]1)=[O:15])[CH:11]=[CH2:12]>>[CH2:10]([O:13][C:14]([N:16]1[C@H:20]([CH:21]([OH:22])[C:7]2[S:6][C:5]3=[CH:4][N:3]=[C:2]([CH3:1])[N:9]3[CH:8]=2)[CH2:19][C@@H:18]([O:23][Si:24]([C:27]([CH3:30])([CH3:29])[CH3:28])([CH3:25])[CH3:26])[CH2:17]1)=[O:15])[CH:11]=[CH2:12]. Reported procedure: The procedure of Synthesis Example 10-a) is repeated, except that 1.53 g of 5-methylimidazo[5,1-b]thiazole and 3.46 g of (3R,5S)-1-allyloxycarbonyl-3-t-butyldimethylsilyloxy-5-formylpyrrolidine is used and the purification is successively performed by column chromatography on silica gel (ethyl acetate:methanol=9:1) and on Sephadex LH-20 (dichloromethane:methanol=1:1) to give 0.92 g of (3R,5S)-1-allyloxycarbonyl-3-t-butyldimethylsilyloxy-5-[1-hydroxy-1-(5-methylimidazo[5,1-b]thiazol-2-yl)methyl]p... The reactants are [H-].[Na+] (sodium hydride), C(#N)N=C(CC)NC(C)C1=C(C=C(C=C1)Cl)Cl (N′-cyano-N-[1-(2,4-dichlorophenyl)ethyl]propaneimidamide), IC (iodomethane). Run in CN(C=O)C (dimethylformamide). Run at time 30 minute. Yields the product C(#N)N=C(CC)N(C)C(C)C1=C(C=C(C=C1)Cl)Cl (N′-Cyano-N-[1-(2,4-dichlorophenyl)ethyl]-N-methylpropaneimidamide). Reaction SMILES: [C:1]([N:3]=[C:4]([NH:7][CH:8]([C:10]1[CH:15]=[CH:14][C:13]([Cl:16])=[CH:12][C:11]=1[Cl:17])[CH3:9])[CH2:5][CH3:6])#[N:2].[H-].[Na+].I[CH3:21]>CN(C)C=O>[C:1]([N:3]=[C:4]([N:7]([CH:8]([C:10]1[CH:15]=[CH:14][C:13]([Cl:16])=[CH:12][C:11]=1[Cl:17])[CH3:9])[CH3:21])[CH2:5][CH3:6])#[N:2] |f:1.2|. Procedure: 1.00 g of N′-cyano-N-[1-(2,4-dichlorophenyl)ethyl]propaneimidamide was dissolved in 25 ml of dimethylformamide, and 0.16 g of sodium hydride (60% pure in paraffin oil) was added at room temperature. After 30 minutes, 0.63 g of iodomethane was added. The mixture was stirred at room temperature overnight and, after removal of the solvent, purified chromatographically. This gave 0.86 g of N′-cyano-N-[1-(2,4-dichlorophenyl)ethyl]-N-methylpropaneimidamide of logP 2.80 and m.p. 148° C. The reactants are O=C(Cc1ccc(Cl)cc1)N1C(=O)OCC1Cc1ccccc1, CC(C)C[AlH]CC(C)C, CC(C)(C)OC(=O)N1C(=O)CCC1(C)C, COC1CCC(C)(C)N1C(=O)OC(C)(C)C, CCOCC, Cc1ccccc1, CCN(C(C)C)C(C)C, [Cl-], [Cl-], [Cl-], [Cl-], ClCCl, [Ti+4]. Product: CC(C)(C)OC(=O)N1C(C(C(=O)N2C(=O)OCC2Cc2ccccc2)c2ccc(Cl)cc2)CCC1(C)C. RXN SMILES: [CH2:25]([c:26]1[cH:27][cH:28][cH:29][cH:30][cH:31]1)[CH:32]1[N:33]([C:38]([CH2:39][c:40]2[cH:41][cH:42][c:43]([Cl:46])[cH:44][cH:45]2)=[O:47])[C:34](=[O:37])[O:35][CH2:36]1.[CH3:16][CH:17]([CH2:18][AlH:19][CH2:20][CH:21]([CH3:22])[CH3:23])[CH3:24].[CH3:1][C:2]1([CH3:15])[N:3]([C:8](=[O:9])[O:10][C:11]([CH3:12])([CH3:13])[CH3:14])[C:4](=[O:7])[CH2:5][CH2:6]1.[CH3:57][O:58][CH:59]1[N:60]([C:61]([O:62][C:63]([CH3:64])([CH3:65])[CH3:66])=[O:67])[C:68]([CH3:69])([CH3:70])[CH2:71][CH2:72]1.[CH3:73][CH2:74][O:75][CH2:76][CH3:77].[CH3:78][c:79]1[cH:80][cH:81][cH:82][cH:83][cH:84]1.[CH:48]([N:49]([CH:50]([CH3:51])[CH3:52])[CH2:53][CH3:54])([CH3:55])[CH3:56].[Cl-:88].[Cl-:90].[Cl-:91].[Cl-:92].[Cl:85][CH2:86][Cl:87].[Ti+4:89]>>[CH3:1][C:2]1([CH3:15])[N:3]([C:8](=[O:9])[O:10][C:11]([CH3:12])([CH3:13])[CH3:14])[CH:4]([CH:39]([C:38]([N:33]2[CH:32]([CH2:25][c:26]3[cH:27][cH:28][cH:29][cH:30][cH:31]3)[CH2:36][O:35][C:34]2=[O:37])=[O:47])[c:40]2[cH:41][cH:42][c:43]([Cl:46])[cH:44][cH:45]2)[CH2:5][CH2:6]1. The reactants are C(C)(=O)[O-].[NH4+] (Ammonium acetate), C(C1=CC=CC=C1)OCCC=1C(OC2=C(C(=CC=C2C1O)OC)OC1CCCC1)=O (3-(2-(benzyloxy)ethyl)-8-(cyclopentyloxy)-4-hydroxy-7-methoxy-2H-chromen-2-one), C(C)(=O)O (acetic acid), C1(=CC=CC=C1)C (toluene). Solvent: O (water). Reaction conditions: time 2 hour. Product: NC1=C(C(OC2=C(C(=CC=C12)OC)OC1CCCC1)=O)CCOCC1=CC=CC=C1 (4-amino-3-(2-(benzyloxy)ethyl)-8-(cyclopentyloxy)-7-methoxy-2H-chromen-2-one). Reaction SMILES: C([O-])(=O)C.[NH4+:5].[CH2:6]([O:13][CH2:14][CH2:15][C:16]1[C:17](=[O:35])[O:18][C:19]2[C:24]([C:25]=1O)=[CH:23][CH:22]=[C:21]([O:27][CH3:28])[C:20]=2[O:29][CH:30]1[CH2:34][CH2:33][CH2:32][CH2:31]1)[C:7]1[CH:12]=[CH:11][CH:10]=[CH:9][CH:8]=1.C(O)(=O)C.C1(C)C=CC=CC=1>O>[NH2:5][C:25]1[C:24]2[C:19](=[C:20]([O:29][CH:30]3[CH2:34][CH2:33][CH2:32][CH2:31]3)[C:21]([O:27][CH3:28])=[CH:22][CH:23]=2)[O:18][C:17](=[O:35])[C:16]=1[CH2:15][CH2:14][O:13][CH2:6][C:7]1[CH:12]=[CH:11][CH:10]=[CH:9][CH:8]=1 |f:0.1|. Reported procedure: Ammonium acetate (27.7 g, 360 mmol) was added to a solution of 3-(2-(benzyloxy)ethyl)-8-(cyclopentyloxy)-4-hydroxy-7-methoxy-2H-chromen-2-one (5 g, 12 mmol), acetic acid (25 mL), and toluene (100 mL). The reaction was refluxed with the water being removed using a Dean-Stark apparatus. After 2 h, the toluene was removed by distillation. After an additional 5 h at reflux, the reaction was allowed to cool to rt, poured into cold water (100 mL), and then extracted with ethyl acetate (100 mL×3). The ... Starting materials: (S)-2-tert-butoxy-2-((R)-6-(2,3-dihydropyrano[4,3,2-de]quinolin-7-yl)-2-isopropyl-8-methylimidazo[1,2-a]quinolin-7-yl)acetic acid, COC([C@H](C(C)C)N)OC ((S)-1,1-dimethoxy-3-methylbutan-2-amine), C(C(C)(C)C)(=O)OC[C@H](C=1C(=C2C=CC(=NC2=CC1C)OS(=O)(=O)C(F)(F)F)C1=CC=C(C=C1)Cl)OC(C)(C)C ((S)-2-tert-butoxy-2-(5-(4-chlorophenyl)-7-methyl-2-(trifluoromethylsulfonyloxy)quinolin-6-yl)ethyl pivalate), COC(CN)OC (2,2-dimethoxyethanamine). Product: C(C)(C)(C)O[C@H](C(=O)O)C=1C(=C2C=CC=3N(C2=CC1C)C=CN3)C3=CC=C(C=C3)Cl ((S)-2-tert-Butoxy-2-(6-(4-chlorophenyl)-8-methylimidazo[1,2-a]quinolin-7-yl)acetic acid). Reaction SMILES: C([O:7][CH2:8][C@@H:9]([O:36][C:37]([CH3:40])([CH3:39])[CH3:38])[C:10]1[C:11]([C:29]2[CH:34]=[CH:33][C:32]([Cl:35])=[CH:31][CH:30]=2)=[C:12]2[C:17](=[CH:18][C:19]=1[CH3:20])[N:16]=[C:15](OS(C(F)(F)F)(=O)=O)[CH:14]=[CH:13]2)(=O)C(C)(C)C.CO[CH:43](OC)[CH2:44][NH2:45].C[O:49]C(OC)[C@@H](N)C(C)C>>[C:37]([O:36][C@@H:9]([C:10]1[C:11]([C:29]2[CH:30]=[CH:31][C:32]([Cl:35])=[CH:33][CH:34]=2)=[C:12]2[C:17](=[CH:18][C:19]=1[CH3:20])[N:16]1[CH:43]=[CH:44][N:45]=[C:15]1[CH:14]=[CH:13]2)[C:8]([OH:49])=[O:7])([CH3:40])([CH3:38])[CH3:39]. Reported procedure: (S)-2-tert-Butoxy-2-(6-(4-chlorophenyl)-8-methylimidazo[1,2-a]quinolin-7-yl)acetic acid (62) was prepared in a similar manner as compound (S)-2-tert-butoxy-2-((R)-6-(2,3-dihydropyrano[4,3,2-de]quinolin-7-yl)-2-isopropyl-8-methylimidazo[1,2-a]quinolin-7-yl)acetic acid of Example 60 except using (S)-2-tert-butoxy-2-(5-(4-chlorophenyl)-7-methyl-2-(trifluoromethylsulfonyloxy)quinolin-6-yl)ethyl pivalate and 2,2-dimethoxyethanamine instead of (S)-2-tert-butoxy-2-((R)-5-(2,3-dihydropyrano[4,3,2-de]qui... Reactants: CCCCCC(=O)OC1(C(C)=O)CCC2C3CCC4=CC(=O)CCC4(COC(C)=O)C3CCC21C, ClCCl. Product: C=C1CC2C(CCC3(C)C2CCC3(OC(=O)CCCCC)C(C)=O)C2(COC(C)=O)CCC(=O)C=C12. Reaction SMILES: [C:1]([CH3:2])(=[O:3])[O:4][CH2:5][C:6]12[CH2:7][CH2:8][C:9](=[O:35])[CH:10]=[C:11]1[CH2:12][CH2:13][CH:14]1[CH:15]3[CH2:16][CH2:17][C:18]([C:19]([CH3:20])=[O:21])([O:27][C:28]([CH2:29][CH2:30][CH2:31][CH2:32][CH3:33])=[O:34])[C:22]3([CH3:26])[CH2:23][CH2:24][CH:25]21.[CH2:36]([Cl:37])[Cl:38]>>[C:1]([CH3:2])(=[O:3])[O:4][CH2:5][C:6]12[CH2:7][CH2:8][C:9](=[O:35])[CH:10]=[C:11]1[C:12](=[CH2:36])[CH2:13][CH:14]1[CH:15]3[CH2:16][CH2:17][C:18]([C:19]([CH3:20])=[O:21])([O:27][C:28]([CH2:29][CH2:30][CH2:31][CH2:32][CH3:33])=[O:34])[C:22]3([CH3:26])[CH2:23][CH2:24][CH:25]21.